Dataset: the Open Reaction Database (ORD), a public repository of structured organic reaction records. Task: describe an organic reaction: reactants, conditions, products, and yield Starting materials: C(O)(=O)OCC(C)(CO)C (neopentyl glycol carbonate), C1(=CC=C(C=C1)S(=O)(=O)O)C (p-toluenesulfonic acid). Solvent: C(CCCCC)O (n-hexanol). Conditions: temperature 100 celsius. The product is C(OCCCCCC)(OCC(CO)(C)C)=O (n-Hexyl 2,2-dimethyl- 3-hydroxypropyl carbonate). RXN SMILES: [C:1]([O:4][CH2:5][C:6]([CH3:10])([CH2:8][OH:9])[CH3:7])(=[O:3])[OH:2].[C:11]1(C)[CH:16]=[CH:15][C:14](S(O)(=O)=O)=[CH:13][CH:12]=1>C(O)CCCCC>[C:1](=[O:2])([O:4][CH2:5][C:6]([CH3:10])([CH3:7])[CH2:8][OH:9])[O:3][CH2:15][CH2:16][CH2:11][CH2:12][CH2:13][CH3:14]. Procedure details: 3.9 g of neopentyl glycol carbonate was dissolved in 5.0 g of n-hexanol and 0.075 g of p-toluenesulfonic acid was added to the solution. The mixture was heated at 100° C. for 20 minutes. After the reaction, the mixture was evaporated in vacuo to remove unreacted n-hexanol and then filtered to remove unreacted neopentyl glycol carbonate. n-Hexyl 2,2-dimethyl- 3-hydroxypropyl carbonate was obtained. Reactants: CCOC(C)=O, CC(=O)O, C#CCOc1ccc2c(c1)c(-c1ccc(C(C)C)cc1)nc(=O)n2Cc1cccc([N+](=O)[O-])c1, [Fe], O. Product: C#CCOc1ccc2c(c1)c(-c1ccc(C(C)C)cc1)nc(=O)n2Cc1cccc(N)c1. Reaction SMILES: [CH3:35][CH2:36][O:37][C:38](=[O:39])[CH3:40].[CH3:42][C:43](=[O:44])[OH:45].[CH:1]([CH3:2])([CH3:3])[c:4]1[cH:5][cH:6][c:7](-[c:10]2[n:11][c:12](=[O:34])[n:13]([CH2:24][c:25]3[cH:26][c:27]([N+:31]([O-:32])=[O:33])[cH:28][cH:29][cH:30]3)[c:14]3[cH:15][cH:16][c:17]([O:20][CH2:21][C:22]#[CH:23])[cH:18][c:19]23)[cH:8][cH:9]1.[Fe:46].[OH2:41]>>[CH:1]([CH3:2])([CH3:3])[c:4]1[cH:5][cH:6][c:7](-[c:10]2[n:11][c:12](=[O:34])[n:13]([CH2:24][c:25]3[cH:26][c:27]([NH2:31])[cH:28][cH:29][cH:30]3)[c:14]3[cH:15][cH:16][c:17]([O:20][CH2:21][C:22]#[CH:23])[cH:18][c:19]23)[cH:8][cH:9]1. Reactants: Cc1ccccc1, CCOC(C)=O, CC1CN(C(=O)c2ccccc2)CCN1c1nnc(Cl)c2ccccc12, [Na+], [Na+], O=C([O-])[O-], OB(O)c1ccc(CCOC2CCCCO2)cc1, c1ccc(P(c2ccccc2)(c2ccccc2)[Pd](P(c2ccccc2)(c2ccccc2)c2ccccc2)(P(c2ccccc2)(c2ccccc2)c2ccccc2)P(c2ccccc2)(c2ccccc2)c2ccccc2)cc1. The product is CC1CN(C(=O)c2ccccc2)CCN1c1nnc(-c2ccc(CCOC3CCCCO3)cc2)c2ccccc12. Reaction SMILES: [CH3:51][c:52]1[cH:53][cH:54][cH:55][cH:56][cH:57]1.[CH3:58][CH2:59][O:60][C:61](=[O:62])[CH3:63].[Cl:1][c:2]1[n:3][n:4][c:5]([N:12]2[CH:13]([CH3:26])[CH2:14][N:15]([C:18](=[O:19])[c:20]3[cH:21][cH:22][cH:23][cH:24][cH:25]3)[CH2:16][CH2:17]2)[c:6]2[cH:7][cH:8][cH:9][cH:10][c:11]12.[Na+:45].[Na+:46].[O-:47][C:48](=[O:49])[O-:50].[O:27]1[CH:28]([O:33][CH2:34][CH2:35][c:36]2[cH:37][cH:38][c:39]([B:42]([OH:43])[OH:44])[cH:40][cH:41]2)[CH2:29][CH2:30][CH2:31][CH2:32]1.[cH:64]1[cH:65][cH:66][c:67]([P:68]([Pd:69]([P:70]([c:71]2[cH:72][cH:73][cH:74][cH:75][cH:76]2)([c:77]2[cH:78][cH:79][cH:80][cH:81][cH:82]2)[c:83]2[cH:84][cH:85][cH:86][cH:87][cH:88]2)([P:89]([c:90]2[cH:91][cH:92][cH:93][cH:94][cH:95]2)([c:96]2[cH:97][cH:98][cH:99][cH:100][cH:101]2)[c:102]2[cH:103][cH:104][cH:105][cH:106][cH:107]2)[P:108]([c:109]2[cH:110][cH:111][cH:112][cH:113][cH:114]2)([c:115]2[cH:116][cH:117][cH:118][cH:119][cH:120]2)[c:121]2[cH:122][cH:123][cH:124][cH:125][cH:126]2)([c:127]2[cH:128][cH:129][cH:130][cH:131][cH:132]2)[c:133]2[cH:134][cH:135][cH:136][cH:137][cH:138]2)[cH:139][cH:140]1>>[c:2]1(-[c:39]2[cH:38][cH:37][c:36]([CH2:35][CH2:34][O:33][CH:28]3[O:27][CH2:32][CH2:31][CH2:30][CH2:29]3)[cH:41][cH:40]2)[n:3][n:4][c:5]([N:12]2[CH:13]([CH3:26])[CH2:14][N:15]([C:18](=[O:19])[c:20]3[cH:21][cH:22][cH:23][cH:24][cH:25]3)[CH2:16][CH2:17]2)[c:6]2[cH:7][cH:8][cH:9][cH:10][c:11]12. Reactants: Cl.C(C)OC(=O)C1NCC2=CC=CC=C2C1 (3-Ethoxycarbonyl-1,2,3,4-tetrahydroisoquinoline hydrochloride), S(O)(O)(=O)=O (sulphuric acid), [N+](=O)(O)[O-] (nitric acid). Solvent: [OH-].[Na+] (sodium hydroxide). Run at temperature -30 celsius, time 10 minute. The product is C(C)OC(=O)[C@H]1NCC2=CC(=CC=C2C1)[N+](=O)[O-] ((S)-3-Ethoxycarbonyl-7-nitro-1,2,3,4-tetrahydroisoquinoline). Reaction SMILES: Cl.[CH2:2]([O:4][C:5]([CH:7]1[CH2:16][C:15]2[C:10](=[CH:11][CH:12]=[CH:13][CH:14]=2)[CH2:9][NH:8]1)=[O:6])[CH3:3].S(=O)(=O)(O)O.[N+:22]([O-])([OH:24])=[O:23]>[OH-].[Na+]>[CH2:2]([O:4][C:5]([C@@H:7]1[CH2:16][C:15]2[C:10](=[CH:11][C:12]([N+:22]([O-:24])=[O:23])=[CH:13][CH:14]=2)[CH2:9][NH:8]1)=[O:6])[CH3:3] |f:0.1,4.5|. Procedure: 3-Ethoxycarbonyl-1,2,3,4-tetrahydroisoquinoline hydrochloride (50 g.) is added in small portions, at -20° C., whilst stirring, to concentrated sulphuric acid (d = 1.83; 325 cc.). After 10 minutes, a limpid solution is obtained. The mixture is cooled to -30° C., and concentrated nitric acid (d = 1.49; 10 cc.) is then added over the course of 15 minutes. The reaction mixture is left, whilst being stirred, at -40° C., for 30 minutes and is then poured onto ice (1 kg.) and rendered alkaline by addin... Reactants: CC#N, O=C(CCl)N1CCCC1, CC(O)c1nccs1. Product: [Cl-], CC(O)c1scc[n+]1CC(=O)N1CCCC1. As a reaction SMILES: [CH3:18][C:19]#[N:20].[Cl:9][CH2:10][C:11](=[O:12])[N:13]1[CH2:14][CH2:15][CH2:16][CH2:17]1.[s:1]1[c:2]([CH:6]([CH3:7])[OH:8])[n:3][cH:4][cH:5]1>>[Cl-:9].[s:1]1[c:2]([CH:6]([CH3:7])[OH:8])[n+:3]([CH2:10][C:11](=[O:12])[N:13]2[CH2:14][CH2:15][CH2:16][CH2:17]2)[cH:4][cH:5]1. Yield: 78.0%. Solvent: P(=O)([O-])([O-])[O-].[K+].[K+].[K+] (potassium phosphate). Procedure: To a 10 mL potassium phosphate buffer (0.1M, pH 7.5) were added 10 mM DTT, 0.5M pyruvate, 0.1M D-mannose and 1.5 mg NeuAc aldolase. The reaction mixture was shaken at 37° C. for three days. The reaction mixture was chromatographed with a Dowex-1 (HCO3-) resin, eluted with zero to 1M ammonium bicarbonate gradient. The fractions containing KDN were pooled and lyophilized three times repeatedly to remove the volatile salt to give a 78 percent yield of KDN. The physical data of the product were are ... The product is C(C(=O)C[C@@H](O)[C@H](O)[C@H](O)[C@@H](O)[C@@H](O)CO)(=O)O (3-Deoxy-L-glycero-L-galacto-2-nonulosonic acid). RXN SMILES: C(S)[C@@H](O)[C@H](O)CS.[C:9]([O-:14])(=[O:13])[C:10]([CH3:12])=[O:11].[O:15]=[CH:16][C@H:17]([C@H:19]([C@@H:21]([C@@H:23]([CH2:25][OH:26])[OH:24])[OH:22])[OH:20])[OH:18].OC(C1(O[C@@H]([C@@H]([C@@H](CO)O)O)[C@H](NC(C)=O)[C@@H](O)C1)O)=O>P([O-])([O-])([O-])=O.[K+].[K+].[K+]>[C:9]([OH:14])(=[O:13])[C:10]([CH2:12][C@H:25]([C@@H:23]([C@@H:21]([C@H:19]([C@H:17]([CH2:16][OH:15])[OH:18])[OH:20])[OH:22])[OH:24])[OH:26])=[O:11] |f:4.5.6.7|. Reactants: C([C@H]([C@@H](CS)O)O)S (DTT), C(C(=O)C)(=O)[O-] (pyruvate), O=C[C@@H](O)[C@@H](O)[C@H](O)[C@H](O)CO (D-mannose), OC(=O)C1(O)C[C@H](O)[C@@H](NC(=O)C)[C@@H](O1)[C@H](O)[C@H](O)CO (NeuAc). Reaction conditions: temperature 37 celsius, time 3 day. Reactants: C(C1=CC=CC=C1)N[C@H]1[C@@H](CCCC1)N(C)C (trans-N-benzyl-N',N'-dimethyl-1,2-cyclohexanediamine), CC=1C=CC(=CC1)S(=O)(=O)O (p-TSA), C(C1=CC=CC=C1)N (benzylamine), [OH-].[Na+] (NaOH). Solvent: CCOCC (ether), C(=O)O (formic acid). The product is C1(=CC=C(C=C1)S(=O)(=O)O)C.C(C1=CC=CC=C1)N(C=O)[C@H]1[C@@H](CCCC1)N(C)C (trans-N-Benzyl-N-[2-(dimethylamino)cyclohexyl]formamide p-toluenesulfonate). RXN SMILES: [CH2:1]([NH:8][C@@H:9]1[CH2:14][CH2:13][CH2:12][CH2:11][C@H:10]1[N:15]([CH3:17])[CH3:16])[C:2]1[CH:7]=[CH:6][CH:5]=[CH:4][CH:3]=1.[CH2:18](N)C1C=CC=CC=1.[OH-:26].[Na+].[CH3:28][C:29]1[CH:30]=[CH:31][C:32]([S:35]([OH:38])(=[O:37])=[O:36])=[CH:33][CH:34]=1>CCOCC.C(O)=O>[C:29]1([CH3:28])[CH:30]=[CH:31][C:32]([S:35]([OH:38])(=[O:36])=[O:37])=[CH:33][CH:34]=1.[CH2:1]([N:8]([C@@H:9]1[CH2:14][CH2:13][CH2:12][CH2:11][C@H:10]1[N:15]([CH3:17])[CH3:16])[CH:18]=[O:26])[C:2]1[CH:7]=[CH:6][CH:5]=[CH:4][CH:3]=1 |f:2.3,7.8|. Procedure: A solution of trans-N-benzyl-N',N'-dimethyl-1,2-cyclohexanediamine (9.29 g., 0.04 mole) prepared as in Procedure IV, but using benzylamine instead of benzylmethylamine, in 40 ml. of formic acid is refluxed 20 hr., and poured into 200 g. of ice. It is basified with 15% NaOH and extracted well with ether. The extract is washed with H2O and with saturated salt solution, is dried (MgSO4) and evaporated. The residue is converted with 2 mole of p-TSA in ether. The resulting gum is crystallized from Me... Reactants: CC(=O)O, CC(CN)Oc1cccc2ncnc(Nc3ccc(OCc4ccccn4)c(Cl)c3)c12. The product is CC(=O)NCC(C)Oc1cccc2ncnc(Nc3ccc(OCc4ccccn4)c(Cl)c3)c12. As a reaction SMILES: [CH3:32][C:33]([OH:34])=[O:35].[NH2:1][CH2:2][CH:3]([O:4][c:5]1[c:6]2[c:7]([NH:15][c:16]3[cH:17][c:18]([Cl:30])[c:19]([O:22][CH2:23][c:24]4[n:25][cH:26][cH:27][cH:28][cH:29]4)[cH:20][cH:21]3)[n:8][cH:9][n:10][c:11]2[cH:12][cH:13][cH:14]1)[CH3:31]>>[NH:1]([CH2:2][CH:3]([O:4][c:5]1[c:6]2[c:7]([NH:15][c:16]3[cH:17][c:18]([Cl:30])[c:19]([O:22][CH2:23][c:24]4[n:25][cH:26][cH:27][cH:28][cH:29]4)[cH:20][cH:21]3)[n:8][cH:9][n:10][c:11]2[cH:12][cH:13][cH:14]1)[CH3:31])[C:33]([CH3:32])=[O:34].